Dataset: the Open Reaction Database (ORD), a public repository of structured organic reaction records. Task: describe an organic reaction: reactants, conditions, products, and yield Reactants: COC(=O)CCCc1ccc(-c2cccc(NC(=O)c3cccc(S(=O)(=O)c4cc(C)c5ncc(C(N)=O)c(Nc6cccc(OC)c6)c5c4)c3)c2)cc1, COc1cccc(Nc2c(C(N)=O)cnc3c(C)cc(S(=O)(=O)c4cccc(C(=O)Nc5ccc(-c6ccc(CCCCO)cc6)cc5)c4)cc23)c1. The product is COc1cccc(Nc2c(C(N)=O)cnc3c(C)cc(S(=O)(=O)c4cccc(C(=O)Nc5cccc(-c6ccc(CCCCO)cc6)c5)c4)cc23)c1. Reaction SMILES: [C:53]([NH2:54])(=[O:55])[c:56]1[cH:57][n:58][c:59]2[c:60]([CH3:106])[cH:61][c:62]([S:75](=[O:76])(=[O:77])[c:78]3[cH:79][c:80]([C:81](=[O:82])[NH:83][c:84]4[cH:85][c:86](-[c:90]5[cH:91][cH:92][c:93]([CH2:96][CH2:97][CH2:98][C:99](=[O:100])[O:101][CH3:102])[cH:94][cH:95]5)[cH:87][cH:88][cH:89]4)[cH:103][cH:104][cH:105]3)[cH:63][c:64]2[c:65]1[NH:66][c:67]1[cH:68][c:69]([O:73][CH3:74])[cH:70][cH:71][cH:72]1.[OH:1][CH2:2][CH2:3][CH2:4][CH2:5][c:6]1[cH:7][cH:8][c:9](-[c:10]2[cH:11][cH:12][c:13]([NH:14][C:15]([c:16]3[cH:17][c:18]([S:19]([c:20]4[cH:21][c:22]5[c:23]([c:24]([CH3:25])[cH:26]4)[n:27][cH:28][c:29]([C:30]([NH2:31])=[O:32])[c:33]5[NH:34][c:35]4[cH:36][cH:37][cH:38][c:39]([O:40][CH3:41])[cH:42]4)(=[O:43])=[O:44])[cH:45][cH:46][cH:47]3)=[O:48])[cH:49][cH:50]2)[cH:51][cH:52]1>>[C:53]([NH2:54])(=[O:55])[c:56]1[cH:57][n:58][c:59]2[c:60]([CH3:106])[cH:61][c:62]([S:75](=[O:76])(=[O:77])[c:78]3[cH:79][c:80]([C:81](=[O:82])[NH:83][c:84]4[cH:85][c:86](-[c:90]5[cH:91][cH:92][c:93]([CH2:96][CH2:97][CH2:98][CH2:99][OH:100])[cH:94][cH:95]5)[cH:87][cH:88][cH:89]4)[cH:103][cH:104][cH:105]3)[cH:63][c:64]2[c:65]1[NH:66][c:67]1[cH:68][c:69]([O:73][CH3:74])[cH:70][cH:71][cH:72]1. Starting materials: C(C)(C)(C)OC(=O)N1[C@@H](CC(CC1=O)=O)C(=O)OCC1=CC=CC=C1 ((2S)-4,6-dioxo-piperidine-1,2-dicarboxylic acid 2-benzyl ester 1-tert-butyl ester), C1(=CC=C(C=C1)S(=O)(=O)Cl)C (p-toluene sulfonyl chloride). The solvent is CCOC(=O)C.CCCCCCC (EtOAc heptane). Yields the product C(C)(C)(C)OC(=O)N1[C@@H](CC(=CC1=O)OS(=O)(=O)C1=CC=C(C=C1)C)C(=O)OCC1=CC=CC=C1 ((S)-6-oxo-4-(toluene-4-sulfonyloxy)-3,6-dihydro-2H-pyridine-1,2-dicarboxylic acid 2-benzyl ester 1-tert-butyl ester). Reaction SMILES: [C:1]([O:5][C:6]([N:8]1[C:13](=[O:14])[CH2:12][C:11](=[O:15])[CH2:10][C@H:9]1[C:16]([O:18][CH2:19][C:20]1[CH:25]=[CH:24][CH:23]=[CH:22][CH:21]=1)=[O:17])=[O:7])([CH3:4])([CH3:3])[CH3:2].[C:26]1([CH3:36])[CH:31]=[CH:30][C:29]([S:32](Cl)(=[O:34])=[O:33])=[CH:28][CH:27]=1>CCOC(C)=O.CCCCCCC>[C:1]([O:5][C:6]([N:8]1[C:13](=[O:14])[CH:12]=[C:11]([O:15][S:32]([C:29]2[CH:30]=[CH:31][C:26]([CH3:36])=[CH:27][CH:28]=2)(=[O:34])=[O:33])[CH2:10][C@H:9]1[C:16]([O:18][CH2:19][C:20]1[CH:25]=[CH:24][CH:23]=[CH:22][CH:21]=1)=[O:17])=[O:7])([CH3:4])([CH3:2])[CH3:3] |f:2.3|. Procedure details: Similar to example 24c, 9.43 g of (2S)-4,6-dioxo-piperidine-1,2-dicarboxylic acid 2-benzyl ester 1-tert-butyl ester [176436-10-5] are reacted with p-toluene sulfonyl chloride to afford the title compound as a yellow oil Rf=0.64 (EtOAc-heptane 1:1); Rt=5.20. Reactants: CCO, Cl, [Na+], [OH-], COC(=O)c1ccc(C(=O)Nc2cc3c4c(c2)CCCC4CCC3)cn1. Product: O=C(Nc1cc2c3c(c1)CCCC3CCC2)c1ccc(C(=O)O)nc1. Reaction SMILES: [CH3:30][CH2:31][OH:32].[ClH:29].[Na+:28].[OH-:27].[cH:1]1[c:2]([NH:14][C:15](=[O:16])[c:17]2[cH:18][cH:19][c:20]([C:23](=[O:24])[O:25][CH3:26])[n:21][cH:22]2)[cH:3][c:4]2[c:13]3[c:12]1[CH2:11][CH2:10][CH2:9][CH:8]3[CH2:7][CH2:6][CH2:5]2>>[cH:1]1[c:2]([NH:14][C:15](=[O:16])[c:17]2[cH:18][cH:19][c:20]([C:23](=[O:24])[OH:25])[n:21][cH:22]2)[cH:3][c:4]2[c:13]3[c:12]1[CH2:11][CH2:10][CH2:9][CH:8]3[CH2:7][CH2:6][CH2:5]2. Reactants: NC(C(C)C)CCCCCCCCC(C(C)C)N (3,12-Diamino-2,13-dimethyltetradecane), C(C)(C)C1N=NC(CC=CCCC=CC1)C(C)C (3,12-diisopropyl-1,2-diaza-1,5,9-cyclododecatriene), C1(CCCC1)C1N=NC(CC=CCCC=CC1)C1CCCC1 (3,12-dicyclopentyl-1,2-diaza-1,5,9-cyclododecatriene). The product is NC(CCCCCCCCC(C1CCCC1)N)C1CCCC1 (1,10-Diamino-1,10-dicyclopentyldecane). RXN SMILES: NC(CCCCCCCCC(N)C(C)C)C(C)C.C(C1CC=CCCC=CCC(C(C)C)N=N1)(C)C.[CH:37]1([CH:42]2[CH2:53][CH:52]=[CH:51][CH2:50][CH2:49][CH:48]=[CH:47][CH2:46][CH:45]([CH:54]3[CH2:58][CH2:57][CH2:56][CH2:55]3)[N:44]=[N:43]2)[CH2:41][CH2:40][CH2:39][CH2:38]1>>[NH2:43][CH:42]([CH:37]1[CH2:41][CH2:40][CH2:39][CH2:38]1)[CH2:53][CH2:52][CH2:51][CH2:50][CH2:49][CH2:48][CH2:47][CH2:46][CH:45]([NH2:44])[CH:54]1[CH2:58][CH2:57][CH2:56][CH2:55]1. Procedure details: If there are used in the manner described under (a), instead of 250 g (1 mol) of 3,12-diisopropyl-1,2-diaza-1,5,9-cyclododecatriene, 200 g (0.666 mol) of crude 3,12-dicyclopentyl-1,2-diaza-1,5,9-cyclododecatriene (diasterioisomeric mixture) and correspondingly reduced amounts of catalyst and solvent, the procedure otherwise being the same, there is obtained, after chromatographical purification and distillation, 39.2 g (19% of theory) of 1,10-diamino-1,10-dicyclopentyldecane in the form of colou... Reactants: NC(C(=O)OC)CC1=CC=C(C=C1)[N+](=O)[O-] (methyl 2-amino-3-(4-nitrophenyl)propionate), C(Cl)Cl (CH2Cl2), [K+].[Br-] (KBr). Run in CO.C(Cl)Cl (MeOH CH2Cl2). Yields the product COC(=O)CNC(C(=O)OC)CC1=CC=C(C=C1)[N+](=O)[O-] (methyl 2-[N-(methoxycarbonylmethyl)amino]-3-(4-nitrophenyl)propionate). Yield: 36.0%. As a reaction SMILES: [NH2:1][CH:2]([CH2:7][C:8]1[CH:13]=[CH:12][C:11]([N+:14]([O-:16])=[O:15])=[CH:10][CH:9]=1)[C:3]([O:5][CH3:6])=[O:4].C(Cl)Cl.[K+].[Br-]>CO.C(Cl)Cl>[CH3:6][O:5][C:3]([CH2:2][NH:1][CH:2]([CH2:7][C:8]1[CH:13]=[CH:12][C:11]([N+:14]([O-:16])=[O:15])=[CH:10][CH:9]=1)[C:3]([O:5][CH3:6])=[O:4])=[O:4] |f:2.3,4.5|. Reported procedure: This compound (7) was synthesized from compound 5 using a method analogous to the synthesis described in Example 4. FC (silica gel, first CH2Cl2, then 5% MeOH/CH2Cl2). Yield: 36%. IR (KBr): 3342 (N--H), 1740 (C=O), 1519,1347 (NO2), 1203 (C--O). 1N-NMR (CDCl3): 3.04 (dd, J=7.3, 13.7, 1H); 3.13 (dd, J=6.3, 13.7, 1H); 3.36 (d, J=17.3, 1H); 3.42 (d, J=17.3, 1H); 3.63 (dd, J=6.3, 7.3, 1H); 3.69 (s, 3H); 3.70 (s, 3H); 7.39 (d, J=8.8, 2H); 8.16 (d, J=8.8, 2H). Reactants: Cc1ccc(S(=O)(=O)OCC2COc3ccc(S(C)(=O)=O)cc3O2)cc1, CC1CCCNC1. The product is CC1CCCN(CC2COc3ccc(S(C)(=O)=O)cc3O2)C1. Reaction SMILES: [CH3:1][c:2]1[cH:3][cH:4][c:5]([S:6]([O:7][CH2:12][CH:13]2[CH2:14][O:15][c:16]3[c:17]([cH:19][c:20]([S:23](=[O:24])(=[O:25])[CH3:26])[cH:21][cH:22]3)[O:18]2)(=[O:8])=[O:9])[cH:10][cH:11]1.[CH3:27][CH:28]1[CH2:29][NH:30][CH2:31][CH2:32][CH2:33]1>>[CH2:12]([CH:13]1[CH2:14][O:15][c:16]2[c:17]([cH:19][c:20]([S:23](=[O:24])(=[O:25])[CH3:26])[cH:21][cH:22]2)[O:18]1)[N:30]1[CH2:29][CH:28]([CH3:27])[CH2:33][CH2:32][CH2:31]1. Product: ClC=1C=C(C=CC1)[C@H]1C[C@@H](C(N([C@@H]1C1=CC=C(C=C1)Cl)CC1CC1)=O)CC(=O)NO (2-((3R,5R,6S)-5-(3-chlorophenyl)-6-(4-chlorophenyl)-1-(cyclopropylmethyl)-2-oxopiperidin-3-yl)-N-hydroxyacetamide). The reactants are ClC=1C=C(C=CC1)[C@H]1C[C@@H](C(N([C@@H]1C1=CC=C(C=C1)Cl)CC1CC1)=O)CC(=O)O (2-((3R,5R,6S)-5-(3-chlorophenyl)-6-(4-chlorophenyl)-1-(cyclopropylmethyl)-2-oxopiperidin-3-yl)acetic acid), Cl.C(C)N=C=NCCCN(C)C (N1-((ethylimino)methylene)-N3,N3-dimethylpropane-1,3-diamine hydrochloride), N1=NN(C2=NC=CC=C21)O (3H-[1,2,3]triazolo[4,5-b]pyridin-3-ol), Cl.NO (hydroxylamine hydrochloride), C(O)([O-])=O.[Na+] (sodium hydrogencarbonate). Run in O (water), CN(C)C=O (DMF). Reported procedure: A solution of 30 mg (0.07 mmol) of 2-((3R,5R,6S)-5-(3-chlorophenyl)-6-(4-chlorophenyl)-1-(cyclopropylmethyl)-2-oxopiperidin-3-yl)acetic acid (Example 35) in DMF (0.5 mL, c=0.14 M) was treated with N1-((ethylimino)methylene)-N3,N3-dimethylpropane-1,3-diamine hydrochloride (0.03 g, 0.1 mmol), 3H-[1,2,3]triazolo[4,5-b]pyridin-3-ol (0.02 g, 0.1 mmol), hydroxylamine hydrochloride (0.006 ml, 0.1 mmol) and sodium hydrogencarbonate (0.02 g, 0.2 mmol) successively. After being stirred at 25° C. for 12 h,... As a reaction SMILES: [Cl:1][C:2]1[CH:3]=[C:4]([C@@H:8]2[C@@H:13]([C:14]3[CH:19]=[CH:18][C:17]([Cl:20])=[CH:16][CH:15]=3)[N:12]([CH2:21][CH:22]3[CH2:24][CH2:23]3)[C:11](=[O:25])[C@@H:10]([CH2:26][C:27](O)=[O:28])[CH2:9]2)[CH:5]=[CH:6][CH:7]=1.Cl.C(N=C=NCCCN(C)C)C.N1C2C(=NC=CC=2)[N:44]([OH:51])N=1.Cl.NO.C(=O)([O-])O.[Na+]>CN(C=O)C.O>[Cl:1][C:2]1[CH:3]=[C:4]([C@@H:8]2[C@@H:13]([C:14]3[CH:19]=[CH:18][C:17]([Cl:20])=[CH:16][CH:15]=3)[N:12]([CH2:21][CH:22]3[CH2:24][CH2:23]3)[C:11](=[O:25])[C@@H:10]([CH2:26][C:27]([NH:44][OH:51])=[O:28])[CH2:9]2)[CH:5]=[CH:6][CH:7]=1 |f:1.2,4.5,6.7|. Run at temperature 25 celsius, time 12 hour.